Dataset: the Open Reaction Database (ORD), a public repository of structured organic reaction records. Task: describe an organic reaction: reactants, conditions, products, and yield The reactants are ClC1=CC(=C(C=C1C=1C(N(C2=CC(=NC=C2C1)NCC1=CC=C(C=C1)OC)C(C)C)=O)NC(=O)NC1=CC(=CC=C1)F)F (1-(4-chloro-2-fluoro-5-(1-isopropyl-7-((4-methoxybenzyl)amino)-2-oxo-1,2-dihydro-1,6-naphthyridin-3-yl)phenyl)-3-(3-fluorophenyl)urea), C1(=CC=CC=C1)OC (anisole). Solvent: C(=O)(C(F)(F)F)O (TFA). Run at time 1 hour. Yields the product NC1=NC=C2C=C(C(N(C2=C1)C(C)C)=O)C=1C(=CC(=C(C1)NC(=O)NC1=CC(=CC=C1)F)F)Cl (1-(5-(7-amino-1-isopropyl-2-oxo-1,2-dihydro-1,6-naphthyridin-3-yl)-4-chloro-2-fluorophenyl)-3-(3-fluorophenyl)urea). The yield is 92.7%. As a reaction SMILES: [Cl:1][C:2]1[C:7]([C:8]2[C:9](=[O:31])[N:10]([CH:28]([CH3:30])[CH3:29])[C:11]3[C:16]([CH:17]=2)=[CH:15][N:14]=[C:13]([NH:18]CC2C=CC(OC)=CC=2)[CH:12]=3)=[CH:6][C:5]([NH:32][C:33]([NH:35][C:36]2[CH:41]=[CH:40][CH:39]=[C:38]([F:42])[CH:37]=2)=[O:34])=[C:4]([F:43])[CH:3]=1.C1(OC)C=CC=CC=1>C(O)(C(F)(F)F)=O>[NH2:18][C:13]1[CH:12]=[C:11]2[C:16]([CH:17]=[C:8]([C:7]3[C:2]([Cl:1])=[CH:3][C:4]([F:43])=[C:5]([NH:32][C:33]([NH:35][C:36]4[CH:41]=[CH:40][CH:39]=[C:38]([F:42])[CH:37]=4)=[O:34])[CH:6]=3)[C:9](=[O:31])[N:10]2[CH:28]([CH3:30])[CH3:29])=[CH:15][N:14]=1. Reported procedure: A mixture of 1-(4-chloro-2-fluoro-5-(1-isopropyl-7-((4-methoxybenzyl)amino)-2-oxo-1,2-dihydro-1,6-naphthyridin-3-yl)phenyl)-3-(3-fluorophenyl)urea (0.094 g, 0.156 mmol) and anisole (0.085 mL, 0.778 mmol) was stirred in TFA (1 mL) at RT for 3 h. The mixture was concentrated to dryness, treated with EtOAc and satd. NaHCO3 and stirred for 1 h. The resulting solid was collected via filtration and dried to afford 1-(5-(7-amino-1-isopropyl-2-oxo-1,2-dihydro-1,6-naphthyridin-3-yl)-4-chloro-2-fluorophen...